The task is: describe an organic reaction: reactants, conditions, products, and yield. This data is from the Open Reaction Database (ORD), a public repository of structured organic reaction records. Reported procedure: To a solution of tert-butyl N-(4-[[(12S)-12-[2-[(tert-butyldimethylsilyl)oxy]ethyl]-8-thia-4,6-diazatricyclo[7.4.0.0[2,7]]trideca-1(9),2(7),3,5-tetraen-3-yl]oxy]cyclohexyl)carbamate (240 mg, 0.43 mmol, 1.00 equiv) in 4 mL of THF was added TBAF (223 mg, 0.85 mmol, 2.00 equiv) and the resulting solution was stirred overnight at 25° C. in an oil bath. The reaction was then quenched with water and extracted with 3×50 mL of ethyl acetate. The combined organic layers were washed with brine, dried over... Yields the product OCC[C@H]1CCC=2SC=3N=CN=C(C3C2C1)OC1CCC(CC1)NC(OC(C)(C)C)=O (tert-butyl N-(4-[[(12S)-12-(2-hydroxyethyl)-8-thia-4,6-diazatricyclo[7.4.0.0[2,7]]trideca-1(9),2(7),3,5-tetraen-3-yl]oxy]cyclohexyl)carbamate). Run at temperature 25 celsius, time 8 hour. Isolated yield 89.4%. Run in C1CCOC1 (THF). As a reaction SMILES: [Si]([O:8][CH2:9][CH2:10][C@@H:11]1[CH2:23][C:22]2[C:21]3[C:20]([O:24][CH:25]4[CH2:30][CH2:29][CH:28]([NH:31][C:32](=[O:38])[O:33][C:34]([CH3:37])([CH3:36])[CH3:35])[CH2:27][CH2:26]4)=[N:19][CH:18]=[N:17][C:16]=3[S:15][C:14]=2[CH2:13][CH2:12]1)(C(C)(C)C)(C)C.CCCC[N+](CCCC)(CCCC)CCCC.[F-]>C1COCC1>[OH:8][CH2:9][CH2:10][C@@H:11]1[CH2:23][C:22]2[C:21]3[C:20]([O:24][CH:25]4[CH2:26][CH2:27][CH:28]([NH:31][C:32](=[O:38])[O:33][C:34]([CH3:36])([CH3:35])[CH3:37])[CH2:29][CH2:30]4)=[N:19][CH:18]=[N:17][C:16]=3[S:15][C:14]=2[CH2:13][CH2:12]1 |f:1.2|. Reactants: [Si](C)(C)(C(C)(C)C)OCC[C@H]1CCC=2SC=3N=CN=C(C3C2C1)OC1CCC(CC1)NC(OC(C)(C)C)=O (tert-butyl N-(4-[[(12S)-12-[2-[(tert-butyldimethylsilyl)oxy]ethyl]-8-thia-4,6-diazatricyclo[7.4.0.0[2,7]]trideca-1(9),2(7),3,5-tetraen-3-yl]oxy]cyclohexyl)carbamate), CCCC[N+](CCCC)(CCCC)CCCC.[F-] (TBAF). Starting materials: Br, CCO, [Na+], [OH-], CCOC(=O)c1cccn2cc(-c3ccccc3)nc12. Yields the product O=C(O)c1cccn2cc(-c3ccccc3)nc12. Reaction SMILES: [BrH:1].[CH3:24][CH2:25][OH:26].[Na+:23].[OH-:22].[c:2]1(-[c:8]2[n:9][c:10]3[n:11]([cH:12][cH:13][cH:14][c:15]3[C:16](=[O:17])[O:18][CH2:19][CH3:20])[cH:21]2)[cH:3][cH:4][cH:5][cH:6][cH:7]1>>[c:2]1(-[c:8]2[n:9][c:10]3[n:11]([cH:12][cH:13][cH:14][c:15]3[C:16](=[O:17])[OH:18])[cH:21]2)[cH:3][cH:4][cH:5][cH:6][cH:7]1. Reactants: O=C([O-])O, COc1cccc(N2CCN(C3=Nc4c(F)cccc4C(C(C)C(=O)O)N3c3cc(C(F)(F)F)ccc3OC)CC2)c1, Cc1ccc(C(=O)OC(C(=O)O)C(OC(=O)c2ccc(C)cc2)C(=O)O)cc1, CCOC(C)=O, [Na+]. The product is COc1cccc(N2CCN(C3=Nc4c(F)cccc4C(CC(=O)O)N3c3cc(C(F)(F)F)ccc3OC)CC2)c1. Reaction SMILES: [C:71](=[O:72])([OH:73])[O-:74].[CH3:1][CH:2]([C:3](=[O:4])[OH:5])[CH:6]1[N:7]([c:31]2[c:32]([O:41][CH3:42])[cH:33][cH:34][c:35]([C:37]([F:38])([F:39])[F:40])[cH:36]2)[C:8]([N:17]2[CH2:18][CH2:19][N:20]([c:23]3[cH:24][c:25]([O:29][CH3:30])[cH:26][cH:27][cH:28]3)[CH2:21][CH2:22]2)=[N:9][c:10]2[c:11]([F:16])[cH:12][cH:13][cH:14][c:15]21.[CH3:43][c:44]1[cH:45][cH:46][c:47]([C:48]([O:49][CH:50]([CH:51]([O:52][C:53](=[O:54])[c:55]2[cH:56][cH:57][c:58]([CH3:59])[cH:60][cH:61]2)[C:62]([OH:63])=[O:64])[C:65]([OH:66])=[O:67])=[O:68])[cH:69][cH:70]1.[CH3:76][CH2:77][O:78][C:79](=[O:80])[CH3:81].[Na+:75]>>[CH2:2]([C:3](=[O:4])[OH:5])[CH:6]1[N:7]([c:31]2[c:32]([O:41][CH3:42])[cH:33][cH:34][c:35]([C:37]([F:38])([F:39])[F:40])[cH:36]2)[C:8]([N:17]2[CH2:18][CH2:19][N:20]([c:23]3[cH:24][c:25]([O:29][CH3:30])[cH:26][cH:27][cH:28]3)[CH2:21][CH2:22]2)=[N:9][c:10]2[c:11]([F:16])[cH:12][cH:13][cH:14][c:15]21. Reactants: CCOC(C)=O, CCO, O=C[O-], CCOC(=O)c1cc2cc([N+](=O)[O-])ccc2[nH]1, [NH4+]. Product: CCOC(=O)c1cc2cc(N)ccc2[nH]1. Reaction SMILES: [CH3:22][CH2:23][O:24][C:25](=[O:26])[CH3:27].[CH3:28][CH2:29][OH:30].[CH:18]([O-:19])=[O:20].[N+:1]([O-:2])(=[O:3])[c:4]1[cH:5][c:6]2[cH:7][c:8]([C:13](=[O:14])[O:15][CH2:16][CH3:17])[nH:9][c:10]2[cH:11][cH:12]1.[NH4+:21]>>[NH2:1][c:4]1[cH:5][c:6]2[cH:7][c:8]([C:13](=[O:14])[O:15][CH2:16][CH3:17])[nH:9][c:10]2[cH:11][cH:12]1. Starting materials: CC1(OB(OC1(C)C)C=1C=NNC1)C (4-(4,4,5,5-tetramethyl-1,3,2-dioxaborolan-2-yl)-1H-pyrazole), BrCCC#N (3-bromopropionitrile), C([O-])([O-])=O.[Cs+].[Cs+] (cesium carbonate). Solvent: C(C)(=O)OCC (ethyl acetate), C(C)#N (acetonitrile). Yields the product CC1(OB(OC1(C)C)C=1C=NN(C1)CCC#N)C (3-[4-(4,4,5,5-tetramethyl-1,3,2-dioxaborolan-2-yl)-1H-pyrazol-1-yl]propanenitrile). Reaction SMILES: [CH3:1][C:2]1([CH3:14])[C:6]([CH3:8])([CH3:7])[O:5][B:4]([C:9]2[CH:10]=[N:11][NH:12][CH:13]=2)[O:3]1.Br[CH2:16][CH2:17][C:18]#[N:19].C(=O)([O-])[O-].[Cs+].[Cs+]>C(#N)C.C(OCC)(=O)C>[CH3:1][C:2]1([CH3:14])[C:6]([CH3:7])([CH3:8])[O:5][B:4]([C:9]2[CH:13]=[N:12][N:11]([CH2:16][CH2:17][C:18]#[N:19])[CH:10]=2)[O:3]1 |f:2.3.4|. Procedure details: A mixture of 4-(4,4,5,5-tetramethyl-1,3,2-dioxaborolan-2-yl)-1H-pyrazole (50 mg, 0.2 mmol), 3-bromopropionitrile (23 uL, 0.28 mmol, Aldrich, Cat. No. 109231) and cesium carbonate (250 mg, 0.77 mmol) in acetonitrile (1 mL) was stirred at 90° C. overnight. After cooling, it was diluted with ethyl acetate, washed with water twice and brine once, dried over Na2SO4. After filtration the filtrate was concentrated to yield 55 mg of the desired product. The reactants are BrBr (bromine), N1=CC=CC2=CC=CC(=C12)S(=O)(=O)NN (8-quinolinesulfonyl hydrazine), C(Cl)(Cl)Cl (chloroform), BrBr (bromine), BrBr (bromine). Run in CCCCCC (hexane). The product is N1=CC=CC2=CC=CC(=C12)S(=O)(=O)Br (8-quinolinesulfonyl bromide). Isolated yield 749.2%. Reaction SMILES: [N:1]1[C:10]2[C:5](=[CH:6][CH:7]=[CH:8][C:9]=2[S:11](NN)(=[O:13])=[O:12])[CH:4]=[CH:3][CH:2]=1.C(Cl)(Cl)Cl.[Br:20]Br>CCCCCC>[N:1]1[C:10]2[C:5](=[CH:6][CH:7]=[CH:8][C:9]=2[S:11]([Br:20])(=[O:13])=[O:12])[CH:4]=[CH:3][CH:2]=1. Reported procedure: A 500 ml, single-neck flask equipped with a magnetic stirrer is charged with 6.59 g (0.0295 mol) of 8-quinolinesulfonyl hydrazine and 200 ml of chloroform. Crushed ice is added, and the slurry is vigorously stirred. 9.50 g of bromine is added dropwise to the slurry with stirring. After the addition of bromine is complete and all of the bromine color has disappeared, the layers are separated. The chloroform layer is dried over anhydrous magnesium sulfate, and the chloroform is removed in vacuo le... Starting materials: C(C1=CC=CC=C1)OC[C@]12COC(OC[C@@H]2C1)(C)C ((1S, 7R)-1-benzyloxymethyl-4,4-dimethyl-3,5-dioxabicyclo[5,1,0]octane), Cl (HCl). Solvent: O1CCCC1 (tetrahydrofuran). Reaction conditions: temperature 0 celsius, time 30 minute. The product is C(C1=CC=CC=C1)OC[C@]1([C@@H](C1)CO)CO ((1R,2R)-1-benzyloxymethyl-2-hydroxymethyl cyclopropane-1-methanol). Yield: 86.3%. As a reaction SMILES: [CH2:1]([O:8][CH2:9][C@:10]12[CH2:17][C@H:16]1[CH2:15][O:14]C(C)(C)[O:12][CH2:11]2)[C:2]1[CH:7]=[CH:6][CH:5]=[CH:4][CH:3]=1.Cl>O1CCCC1>[CH2:1]([O:8][CH2:9][C@:10]1([CH2:11][OH:12])[CH2:17][C@H:16]1[CH2:15][OH:14])[C:2]1[CH:7]=[CH:6][CH:5]=[CH:4][CH:3]=1. Reported procedure: 5.56 g (21.1mmol) of (1S, 7R)-1-benzyloxymethyl-4,4-dimethyl-3,5-dioxabicyclo[5,1,0]octane in 50 ml of tetrahydrofuran was mixed with 50 ml of 1N HCl and the mixture was stirred for 30min. at 0° C. Tetrahydrofuran was evaporated off, and the residue was extracted with dichloromethane. The organic layer was dried over anhydrous sodium sulfate and evaporated to obtain 4.08 g (18.2 mmol, 86%) of (1R,2R)-1-benzyloxymethyl-2-hydroxymethyl cyclopropane-1-methanol. Colorless oil; 1H-NMR(CDCl3) δ: 0.41 ...